This data is from the Open Reaction Database (ORD), a public repository of structured organic reaction records. The task is: describe an organic reaction: reactants, conditions, products, and yield Procedure: Methyl 7-[[5-(4-acetyl-3-hydroxy-2-propylphenoxy)pentyl]oxy]-3,4-dihydro-8-propyl-2H-1-benzopyran-2-carboxylate (1 mMol), prepared as described in U.S. Pat. No. 4,565,882, was dissolved in acetone containing 2.5 equivalents of potassium hydroxide and 3 equivalents of dimethyl sulfate. The mixture was heated at 40° C. for 10 hours and then cooled; the solvent was removed in vacuo and the residue partitioned between ethyl acetate and water. The organic layer was separated and dried over magnesium ... Yields the product C(C)(=O)C1=C(C(=C(OCCCCCOC2=C(C3=C(CCC(O3)C(=O)OC)C=C2)CCC)C=C1)CCC)OC (Methyl 7-[[5-(4-acetyl-3-methoxy-2-propylphenoxy)pentyl]oxy]-3,4-dihydro-8-propyl-2H-1-benzopyran-2-carboxylate). Run at temperature 40 celsius. Run in [OH-].[K+] (potassium hydroxide). Reaction SMILES: [C:1]([C:4]1[CH:33]=[CH:32][C:7]([O:8][CH2:9][CH2:10][CH2:11][CH2:12][CH2:13][O:14][C:15]2[CH:28]=[CH:27][C:18]3[CH2:19][CH2:20][CH:21]([C:23]([O:25][CH3:26])=[O:24])[O:22][C:17]=3[C:16]=2[CH2:29][CH2:30][CH3:31])=[C:6]([CH2:34][CH2:35][CH3:36])[C:5]=1[OH:37])(=[O:3])[CH3:2].[CH3:38]C(C)=O.S(OC)(OC)(=O)=O>[OH-].[K+]>[C:1]([C:4]1[CH:33]=[CH:32][C:7]([O:8][CH2:9][CH2:10][CH2:11][CH2:12][CH2:13][O:14][C:15]2[CH:28]=[CH:27][C:18]3[CH2:19][CH2:20][CH:21]([C:23]([O:25][CH3:26])=[O:24])[O:22][C:17]=3[C:16]=2[CH2:29][CH2:30][CH3:31])=[C:6]([CH2:34][CH2:35][CH3:36])[C:5]=1[O:37][CH3:38])(=[O:3])[CH3:2] |f:3.4|. Reactants: C(C)(=O)C1=C(C(=C(OCCCCCOC2=C(C3=C(CCC(O3)C(=O)OC)C=C2)CCC)C=C1)CCC)O (Methyl 7-[[5-(4-acetyl-3-hydroxy-2-propylphenoxy)pentyl]oxy]-3,4-dihydro-8-propyl-2H-1-benzopyran-2-carboxylate), CC(=O)C (acetone), S(=O)(=O)(OC)OC (dimethyl sulfate). Product: CCCOc1ccccc1[N+](=O)[O-]. Reactants: CCCBr, O=C([O-])[O-], CC(C)=O, [K+], [K+], O=[N+]([O-])c1ccccc1O. RXN SMILES: [Br:11][CH2:12][CH2:13][CH3:14].[C:15](=[O:16])([O-:17])[O-:18].[CH3:21][C:22](=[O:23])[CH3:24].[K+:19].[K+:20].[N+:1](=[O:2])([O-:3])[c:4]1[c:5]([OH:10])[cH:6][cH:7][cH:8][cH:9]1>>[N+:1](=[O:2])([O-:3])[c:4]1[c:5]([O:10][CH2:12][CH2:13][CH3:14])[cH:6][cH:7][cH:8][cH:9]1. Reactants: C(C1=CC=CC=C1)CC(C)=O (benzyl acetone), C(C)C=1C=NC=CC1C (3-ethyl-4-methylpyridine). Product: C(C)C=1C=NC=CC1\C=C(\CCC1=CC=CC=C1)/C ((E)-1-(3-ethyl-4-pyridyl)-2-methyl-4-phenyl -1-butene). Yield: 69.5%. RXN SMILES: [CH2:1]([CH2:8][C:9](=O)[CH3:10])[C:2]1[CH:7]=[CH:6][CH:5]=[CH:4][CH:3]=1.[CH2:12]([C:14]1[CH:15]=[N:16][CH:17]=[CH:18][C:19]=1[CH3:20])[CH3:13]>>[CH2:12]([C:14]1[CH:15]=[N:16][CH:17]=[CH:18][C:19]=1/[CH:20]=[C:9](\[CH3:10])/[CH2:8][CH2:1][C:2]1[CH:7]=[CH:6][CH:5]=[CH:4][CH:3]=1)[CH3:13]. Procedure: The procedure of Example 41 was repeated with the exception that 3.5 g of benzyl acetone in place of cinnamic aldehyde and 2.26 g of 3-ethyl-4-methylpyridine were used in Example 41, to obtain 3.26 g (yield: 59.8%) of (E)-1-(3-ethyl-4-pyridyl)-2-methyl-4-phenyl -1-butene (hereinafter referred to as compound 55) and o.95 g (yield: 17.4%) of (Z)-1-(3-ethyl-4-pyridyl)-2-methyl-4-phenyl-1-butene (hereinafter referred to as compound 56). The analytical results are shown below. Yield: 94.2%. Reagents/catalysts: [Ni] (Raney-nickel). Procedure details: A solution of 48.0 g (0.166 mole) of 7-chloro-3-methylthio-4-phenylindolin-2-one was treated with 380 g of a washed commercial preparation of Raney-nickel under vigorous agitation for 5 min. The mixture was filtered and the filtrate was concentrated under reduced pressure to give a pale yellow powder as residue. The residue was triturated with hot absolute ethanol to give 38.1 g (94%) of the title compound as white powder, m.p. 234°-236° C. Reaction SMILES: [Cl:1][C:2]1[CH:3]=[CH:4][C:5]([C:14]2[CH:19]=[CH:18][CH:17]=[CH:16][CH:15]=2)=[C:6]2[C:10]=1[NH:9][C:8](=[O:11])[CH:7]2SC>[Ni]>[Cl:1][C:2]1[CH:3]=[CH:4][C:5]([C:14]2[CH:15]=[CH:16][CH:17]=[CH:18][CH:19]=2)=[C:6]2[C:10]=1[NH:9][C:8](=[O:11])[CH2:7]2. Reactants: ClC=1C=CC(=C2C(C(NC12)=O)SC)C1=CC=CC=C1 (7-chloro-3-methylthio-4-phenylindolin-2-one). Product: ClC=1C=CC(=C2CC(NC12)=O)C1=CC=CC=C1 (7-Chloro-4-phenylindolin-2-one). Starting materials: [OH-].[K+] (KOH), COC(C(C(C(=O)OC)C)(CCC)C(C)=O)=O (2-acetyl-3-methyl-2-propyl-succinic acid dimethyl ester). The solvent is CO (MeOH), O (water). Run at temperature 105 celsius. The product is C(C)(=O)C(C(C(=O)O)C)CCC (3-acetyl-2-methyl-hexanoic acid). As a reaction SMILES: [OH-].[K+].COC(=O)[C:6]([C:16](=[O:18])[CH3:17])([CH2:13][CH2:14][CH3:15])[CH:7]([CH3:12])[C:8]([O:10]C)=[O:9]>CO.O>[C:16]([CH:6]([CH2:13][CH2:14][CH3:15])[CH:7]([CH3:12])[C:8]([OH:10])=[O:9])(=[O:18])[CH3:17] |f:0.1|. Procedure: KOH (6.9 g, 123 mmol) is added to a solution of 2-acetyl-3-methyl-2-propyl-succinic acid dimethyl ester (5.0 g, 20.5 mmol) in MeOH (25 ml) and water (25 ml). The mixture is refluxed overnight and excess MeOH is evaporated. The residue is acidified by concentrated HCl to pH=2 and is refluxed (oil bath 105° C.) overnight. The mixture is extracted with EtOAc (4×75 ml) and the combined extracts are extracted with 2N aqueous NaOH (4×50 ml). The NaOH solution is then cooled to 0° C. and acidified with... Reactants: C(C1=CC=CC=C1)OC1=C(C=C(C[C@H](C(=O)OC)CC(N2CCC(CC2)N2C(NC3=C(CC2)C=CC=C3)=O)=O)C=C1C)OC (methyl(S)-2-(4-benzyloxy-3-methoxy-5-methyl-benzyl)-4-oxo-4-[4-(2-oxo-1,2,4,5-tetrahydro-1,3-benzodiazepin-3-yl)-piperidin-1-yl]-butanoate), [Li+].[OH-] (LiOH). Yields the product C(C1=CC=CC=C1)OC1=C(C=C(C[C@H](C(=O)O)CC(N2CCC(CC2)N2C(NC3=C(CC2)C=CC=C3)=O)=O)C=C1C)OC ((S)-2-(4-benzyloxy-3-methoxy-5-methyl-benzyl)-4-oxo-4-[4-(2-oxo-1,2,4,5-tetrahydro-1,3-benzodiazepin-3-yl)-piperidin-1-yl]-butanoic acid). Reaction SMILES: [CH2:1]([O:8][C:9]1[C:41]([CH3:42])=[CH:40][C:12]([CH2:13][C@@H:14]([CH2:19][C:20](=[O:39])[N:21]2[CH2:26][CH2:25][CH:24]([N:27]3[CH2:33][CH2:32][C:31]4[CH:34]=[CH:35][CH:36]=[CH:37][C:30]=4[NH:29][C:28]3=[O:38])[CH2:23][CH2:22]2)[C:15]([O:17]C)=[O:16])=[CH:11][C:10]=1[O:43][CH3:44])[C:2]1[CH:7]=[CH:6][CH:5]=[CH:4][CH:3]=1.[Li+].[OH-]>>[CH2:1]([O:8][C:9]1[C:41]([CH3:42])=[CH:40][C:12]([CH2:13][C@@H:14]([CH2:19][C:20](=[O:39])[N:21]2[CH2:22][CH2:23][CH:24]([N:27]3[CH2:33][CH2:32][C:31]4[CH:34]=[CH:35][CH:36]=[CH:37][C:30]=4[NH:29][C:28]3=[O:38])[CH2:25][CH2:26]2)[C:15]([OH:17])=[O:16])=[CH:11][C:10]=1[O:43][CH3:44])[C:2]1[CH:7]=[CH:6][CH:5]=[CH:4][CH:3]=1 |f:1.2|. Reported procedure: Prepared analogously to Example 7g from 7.83 g (13.1 mmol) methyl(S)-2-(4-benzyloxy-3-methoxy-5-methyl-benzyl)-4-oxo-4-[4-(2-oxo-1,2,4,5-tetrahydro-1,3-benzodiazepin-3-yl)-piperidin-1-yl]-butanoate and 1.25 g (52.2 mmol) LiOH. Yields the product CN1CCN(CCCc2cc(Cl)c3c(c2)CN(Cc2ccc(OC(F)(F)F)cc2)C3=O)CC1. Reaction SMILES: [C:39].[CH3:36][CH2:37][OH:38].[Cl:1][c:2]1[cH:3][c:4]([C:24]#[C:25][CH2:26][N:27]2[CH2:28][CH2:29][N:30]([CH3:33])[CH2:31][CH2:32]2)[cH:5][c:6]2[c:10]1[C:9](=[O:11])[N:8]([CH2:12][c:13]1[cH:14][cH:15][c:16]([O:19][C:20]([F:21])([F:22])[F:23])[cH:17][cH:18]1)[CH2:7]2.[H:34][H:35].[Pd:40]>>[Cl:1][c:2]1[cH:3][c:4]([CH2:24][CH2:25][CH2:26][N:27]2[CH2:28][CH2:29][N:30]([CH3:33])[CH2:31][CH2:32]2)[cH:5][c:6]2[c:10]1[C:9](=[O:11])[N:8]([CH2:12][c:13]1[cH:14][cH:15][c:16]([O:19][C:20]([F:21])([F:22])[F:23])[cH:17][cH:18]1)[CH2:7]2. Starting materials: C, CCO, CN1CCN(CC#Cc2cc(Cl)c3c(c2)CN(Cc2ccc(OC(F)(F)F)cc2)C3=O)CC1, [H][H], [Pd].